This data is from the Open Reaction Database (ORD), a public repository of structured organic reaction records. The task is: describe an organic reaction: reactants, conditions, products, and yield Reactants: S(=O)(=O)(C1=CC=C(C)C=C1)N1C=CC=2C1=NC=C(N2)CNC(=O)[C@H]2CN(CCC2)C(=O)OC(C)(C)C ((R)-tert-butyl 3-((5-tosyl-5H-pyrrolo[2,3-b]pyrazin-2-yl)methylcarbamoyl)-piperidine-1-carboxylate), COC=1C=CC(=CC1)P2(=S)SP(=S)(S2)C=3C=CC(=CC3)OC (Lawesson's reagent), crude residue, CCOC(=O)C (EtOAc). Run in O1CCOCC1 (1,4-dioxane). Run at temperature 60 celsius. Yields the product S(=O)(=O)(C1=CC=C(C)C=C1)N1C=CC=2C1=NC=C(N2)CNC(=S)[C@H]2CN(CCC2)C(=O)OC(C)(C)C ((R)-tert-butyl 3-((5-tosyl-5H-pyrrolo[2,3-b]pyrazin-2-yl)methylcarbamothioyl)piperidine-1-carboxylate). Yield: 127.1%. Reaction SMILES: [S:1]([N:11]1[C:15]2=[N:16][CH:17]=[C:18]([CH2:20][NH:21][C:22]([C@@H:24]3[CH2:29][CH2:28][CH2:27][N:26]([C:30]([O:32][C:33]([CH3:36])([CH3:35])[CH3:34])=[O:31])[CH2:25]3)=O)[N:19]=[C:14]2[CH:13]=[CH:12]1)([C:4]1[CH:10]=[CH:9][C:7]([CH3:8])=[CH:6][CH:5]=1)(=[O:3])=[O:2].COC1C=CC(P2(SP(C3C=CC(OC)=CC=3)(=S)S2)=[S:46])=CC=1.CCOC(C)=O>O1CCOCC1>[S:1]([N:11]1[C:15]2=[N:16][CH:17]=[C:18]([CH2:20][NH:21][C:22]([C@@H:24]3[CH2:29][CH2:28][CH2:27][N:26]([C:30]([O:32][C:33]([CH3:36])([CH3:35])[CH3:34])=[O:31])[CH2:25]3)=[S:46])[N:19]=[C:14]2[CH:13]=[CH:12]1)([C:4]1[CH:10]=[CH:9][C:7]([CH3:8])=[CH:6][CH:5]=1)(=[O:3])=[O:2]. Procedure: To a solution of (R)-tert-butyl 3-((5-tosyl-5H-pyrrolo[2,3-b]pyrazin-2-yl)methylcarbamoyl)-piperidine-1-carboxylate (7.58 g, 13.8 mmol) in 1,4-dioxane (130 mL) was added Lawesson's reagent (3.37 g, 8.32 mmol) and the reaction mixture was heated to about 60° C. for about 2 h then cooled to ambient temperature and concd under reduced pressure. The crude residue was dissolved with EtOAc (40 mL) and washed with saturated aqueous NaHCO3, (3×40 mL), brine (30 mL), dried over anhydrous MgSO4, filtered,... Starting materials: O (water), ClC1=C(C(=CC=C1)F)[N+](=O)[O-] (1-chloro-3-fluoro-2-nitrobenzene), NC(C(=O)O)CC (2-aminobutyric acid), C(=O)([O-])[O-].[K+].[K+] (K2CO3). Solvent: CS(=O)C (DMSO). Reaction conditions: temperature 80 celsius. Product: ClC=1C(=C(C=CC1)NC(C(=O)O)CC)[N+](=O)[O-] (2-((3-chloro-2-nitrophenyl)amino)butanoic acid). Yield: 96.7%. Reaction SMILES: [Cl:1][C:2]1[CH:7]=[CH:6][CH:5]=[C:4](F)[C:3]=1[N+:9]([O-:11])=[O:10].[NH2:12][CH:13]([CH2:17][CH3:18])[C:14]([OH:16])=[O:15].C([O-])([O-])=O.[K+].[K+].O>CS(C)=O>[Cl:1][C:2]1[C:3]([N+:9]([O-:11])=[O:10])=[C:4]([NH:12][CH:13]([CH2:17][CH3:18])[C:14]([OH:16])=[O:15])[CH:5]=[CH:6][CH:7]=1 |f:2.3.4|. Reported procedure: A mixture of 1-chloro-3-fluoro-2-nitrobenzene (2.00 Kg, 11.4 mol), 2-aminobutyric acid (1.22 kg, 11.8 mol) and K2CO3 (1.58 Kg, 11.4 mol) in anhydrous DMSO (4.2 L) was heated at 80° C. for 16 h (after the reaction initiated, the internal temperature went up to 110° C.). At this time LC-MS analysis showed that the reaction was complete. After cooling to rt, the reaction mixture was carefully poured into water (10 L) with vigorous stirring. The aq. layer was washed with methyl tert-butyl ether (2×5... Reaction SMILES: [CH2:1]([CH3:2])[O:3][C:4]([CH2:5][CH2:6][NH:7][S:8](=[O:9])(=[O:10])[c:11]1[cH:12][c:13]([O:17][CH3:18])[cH:14][cH:15][cH:16]1)=[O:19].[CH3:23][CH2:24][OH:25].[ClH:22].[Na+:21].[OH-:20]>>[O:3]=[C:4]([CH2:5][CH2:6][NH:7][S:8](=[O:9])(=[O:10])[c:11]1[cH:12][c:13]([O:17][CH3:18])[cH:14][cH:15][cH:16]1)[OH:19]. Product: COc1cccc(S(=O)(=O)NCCC(=O)O)c1. Starting materials: CCOC(=O)CCNS(=O)(=O)c1cccc(OC)c1, CCO, Cl, [Na+], [OH-]. The reactants are OC=1C=CC2=C(SC(O2)=O)C1 (5-hydroxy-1,3-benzoxathiol-2-one), C(CC)(=O)OCCN=C=O (2-(isocyanato)ethyl propionate). The reagents and catalysts are C(CCCCCCCCCCC)(=O)[O-].C(CCCCCCCCCCC)(=O)[O-].C(CCC)[Sn+2]CCCC (dibutyltin dilaurate). Run in C(C)C(=O)C (methyl ethyl ketone). Run at time 12.5 hour. The product is C(CC)(=O)OCCNC(=O)OC=1C=CC2=C(SC(O2)=O)C1 (5-[2-(Propionyloxy)ethylcarbamoyloxy]-1,3-benzoxathiol-2-one). As a reaction SMILES: [OH:1][C:2]1[CH:3]=[CH:4][C:5]2[O:9][C:8](=[O:10])[S:7][C:6]=2[CH:11]=1.[C:12]([O:16][CH2:17][CH2:18][N:19]=[C:20]=[O:21])(=[O:15])[CH2:13][CH3:14]>C([O-])(=O)CCCCCCCCCCC.C([O-])(=O)CCCCCCCCCCC.C([Sn+2]CCCC)CCC.C(C(C)=O)C>[C:12]([O:16][CH2:17][CH2:18][NH:19][C:20]([O:1][C:2]1[CH:3]=[CH:4][C:5]2[O:9][C:8](=[O:10])[S:7][C:6]=2[CH:11]=1)=[O:21])(=[O:15])[CH2:13][CH3:14] |f:2.3.4|. Procedure: 5-hydroxy-1,3-benzoxathiol-2-one (16.8 grams) was mixed with 2-(isocyanato)ethyl propionate (15.0 grams) and 10 drops of dibutyltin dilaurate in 200 milliliters of methyl ethyl ketone. The resulting solution was heated at reflux temperature for four hours and fifteen minutes, after which the solvent was removed by evaporation in vacuo, leaving a brown, viscous oil which crystallized upon standing at room temperature for 10 to 15 hours. The crude product was twice recrystallized from toluene. The... The reactants are COc1cc(C(=O)N2Cc3ccc(C(=O)O)n3Cc3ccccc32)ccc1-c1ccccc1C(F)(F)F, CCN=C=NCCCN(C)C, CNCC(O)CO, CN(C)C=O, Cl, O, On1nnc2ccccc21. The product is COc1cc(C(=O)N2Cc3ccc(C(=O)N(C)CC(O)CO)n3Cc3ccccc32)ccc1-c1ccccc1C(F)(F)F. Reaction SMILES: [CH3:1][O:2][c:3]1[c:4](-[c:28]2[c:29]([C:34]([F:35])([F:36])[F:37])[cH:30][cH:31][cH:32][cH:33]2)[cH:5][cH:6][c:7]([C:9](=[O:10])[N:11]2[CH2:12][c:13]3[n:14]([c:22]([C:25](=[O:26])[OH:27])[cH:23][cH:24]3)[CH2:15][c:16]3[c:17]2[cH:18][cH:19][cH:20][cH:21]3)[cH:8]1.[CH3:39][N:40]([CH3:41])[CH2:42][CH2:43][CH2:44][N:45]=[C:46]=[N:47][CH2:48][CH3:49].[CH3:60][NH:61][CH2:62][CH:63]([CH2:64][OH:65])[OH:66].[CH3:67][N:68]([CH3:69])[CH:70]=[O:71].[ClH:38].[OH2:72].[OH:50][n:51]1[c:52]2[cH:53][cH:54][cH:55][cH:56][c:57]2[n:58][n:59]1>>[CH3:1][O:2][c:3]1[c:4](-[c:28]2[c:29]([C:34]([F:35])([F:36])[F:37])[cH:30][cH:31][cH:32][cH:33]2)[cH:5][cH:6][c:7]([C:9](=[O:10])[N:11]2[CH2:12][c:13]3[n:14]([c:22]([C:25](=[O:27])[N:61]([CH3:60])[CH2:62][CH:63]([CH2:64][OH:65])[OH:66])[cH:23][cH:24]3)[CH2:15][c:16]3[c:17]2[cH:18][cH:19][cH:20][cH:21]3)[cH:8]1. The reactants are CCO, [Cl-], [Fe], N#Cc1c(O)c2c(-c3ccc([N+](=O)[O-])cc3)csc2[nH]c1=O, [NH4+], O. Product: N#Cc1c(O)c2c(-c3ccc(N)cc3)csc2[nH]c1=O. As a reaction SMILES: [CH3:26][CH2:27][OH:28].[Cl-:23].[Fe:29].[N+:1]([O-:2])(=[O:3])[c:4]1[cH:5][cH:6][c:7](-[c:10]2[cH:11][s:12][c:13]3[nH:14][c:15](=[O:22])[c:16]([C:20]#[N:21])[c:17]([OH:19])[c:18]23)[cH:8][cH:9]1.[NH4+:24].[OH2:25]>>[NH2:1][c:4]1[cH:5][cH:6][c:7](-[c:10]2[cH:11][s:12][c:13]3[nH:14][c:15](=[O:22])[c:16]([C:20]#[N:21])[c:17]([OH:19])[c:18]23)[cH:8][cH:9]1.